Dataset: the Open Reaction Database (ORD), a public repository of structured organic reaction records. Task: describe an organic reaction: reactants, conditions, products, and yield Reactants: [OH-] (hydroxide), S(O)(O)(=O)=O (sulfuric acid), S([O-])(O)=O.[Na+] (sodium bisulfite), CC1=CC=C(CC2=C3CCCC(C3=CC=C2)C(=O)O)C=C1 (5-(p-methylbenzyl)-1,2,3,4-tetrahydro-1-naphthoic acid), [Mn](=O)(=O)(=O)[O-].[K+] (potassium permanganate). The solvent is O (water). Conditions: time 8 hour. Yields the product C1(=CC=C(C=C1)C(=O)C1=C2CCCC(C2=CC=C1)C(=O)O)C (5-(p-toluoyl)-1,2,3,4-tetrahydro-1-naphthoic acid). Reaction SMILES: [OH-].[CH3:2][C:3]1[CH:22]=[CH:21][C:6]([CH2:7][C:8]2[CH:17]=[CH:16][CH:15]=[C:14]3[C:9]=2[CH2:10][CH2:11][CH2:12][CH:13]3[C:18]([OH:20])=[O:19])=[CH:5][CH:4]=1.[Mn]([O-])(=O)(=O)=[O:24].[K+].S(=O)(=O)(O)O.S(=O)(O)[O-].[Na+]>O>[C:3]1([CH3:2])[CH:4]=[CH:5][C:6]([C:7]([C:8]2[CH:17]=[CH:16][CH:15]=[C:14]3[C:9]=2[CH2:10][CH2:11][CH2:12][CH:13]3[C:18]([OH:20])=[O:19])=[O:24])=[CH:21][CH:22]=1 |f:2.3,5.6|. Procedure: In 200 ml. of 1N aqueous hydroxide is dissolved 14 g. of 5-(p-methylbenzyl)-1,2,3,4-tetrahydro-1-naphthoic acid, and a solution of 26 g. of potassium permanganate in 800 ml. of water is added dropwise. After stirring overnight, the reaction mixture is rendered acidic by the addition of concentrated sulfuric acid, followed by the addition of sodium bisulfite. The mixture is extracted with chloroform and the chloroform layer is washed with water and dried over anhydrous magnesium sulfate. The solv... Starting materials: IC1=C(C=C(C(=O)O)C=C1)[N+](=O)[O-] (4-iodo-3-nitrobenzoic acid), S(=O)(Cl)Cl (thionyl chloride), ClC1=C(N)C(=CC(=C1)C(C(F)(F)F)(C(F)(F)F)F)C(F)(F)F (2-chloro-4-(perfluoropropan-2-yl)-6-(trifluoromethyl)aniline), IC1=C(C=C(C(=O)Cl)C=C1)[N+](=O)[O-] (4-iodo-3-nitrobenzoyl chloride). The product is ClC1=C(C(=CC(=C1)C(C(F)(F)F)(C(F)(F)F)F)C(F)(F)F)NC(C1=CC(=C(C=C1)I)[N+](=O)[O-])=O (N-(2-chloro-4-(perfluoropropan-2-yl)-6-(trifluoromethyl)phenyl)-4-iodo-3-nitrobenzamide). Reaction SMILES: [I:1][C:2]1[CH:10]=[CH:9][C:5]([C:6](Cl)=[O:7])=[CH:4][C:3]=1[N+:11]([O-:13])=[O:12].IC1C=CC(C(O)=O)=CC=1[N+]([O-])=O.S(Cl)(Cl)=O.[Cl:31][C:32]1[CH:38]=[C:37]([C:39]([F:48])([C:44]([F:47])([F:46])[F:45])[C:40]([F:43])([F:42])[F:41])[CH:36]=[C:35]([C:49]([F:52])([F:51])[F:50])[C:33]=1[NH2:34]>>[Cl:31][C:32]1[CH:38]=[C:37]([C:39]([F:48])([C:40]([F:42])([F:43])[F:41])[C:44]([F:45])([F:47])[F:46])[CH:36]=[C:35]([C:49]([F:50])([F:51])[F:52])[C:33]=1[NH:34][C:6](=[O:7])[C:5]1[CH:9]=[CH:10][C:2]([I:1])=[C:3]([N+:11]([O-:13])=[O:12])[CH:4]=1. Reported procedure: According to the method of 1-3 of Example 1, a target compound was prepared from 4-iodo-3-nitrobenzoyl chloride prepared from 4-iodo-3-nitrobenzoic acid and thionyl chloride, and 2-chloro-4-(perfluoropropan-2-yl)-6-(trifluoromethyl)aniline.